Dataset: the Open Reaction Database (ORD), a public repository of structured organic reaction records. Task: describe an organic reaction: reactants, conditions, products, and yield As a reaction SMILES: [CH2:81]1[O:82][CH2:83][CH2:84][CH2:85]1.[Cl:71][c:72]1[cH:73][cH:74][c:75]([N:78]=[C:79]=[O:80])[cH:76][cH:77]1.[Cl:86][CH2:87][Cl:88].[O:20]=[C:21]([O:22][CH2:23][CH3:24])[N:25]=[N:26][C:27]([O:28][CH2:29][CH3:30])=[O:31].[c:1]1([P:2]([c:3]2[cH:4][cH:5][cH:6][cH:7][cH:8]2)[c:9]2[cH:10][cH:11][cH:12][cH:13][cH:14]2)[cH:15][cH:16][cH:17][cH:18][cH:19]1.[cH:32]1[c:33]2[c:43]([cH:44][cH:45][cH:46]1)-[c:38]1[c:37]([cH:42][cH:41][cH:40][cH:39]1)[CH:34]2[CH2:35][O:36][C:47](=[O:48])[NH:49][CH:50]([CH2:51][S:52][CH2:53][CH:54]([CH2:55][C:56](=[O:57])[OH:58])[C:59]([c:60]1[cH:61][n:62][cH:63][cH:64][cH:65]1)=[O:66])[C:67](=[O:68])[O:69][CH3:70]>>[C:47](=[O:48])([NH:49][CH:50]([CH2:51][S:52][CH2:53][CH:54]([CH2:55][C:56](=[O:57])[OH:58])[C:59]([c:60]1[cH:61][n:62][cH:63][cH:64][cH:65]1)=[O:66])[C:67](=[O:68])[O:69][CH3:70])[NH:78][c:75]1[cH:74][cH:73][c:72]([Cl:71])[cH:77][cH:76]1. The product is COC(=O)C(CSCC(CC(=O)O)C(=O)c1cccnc1)NC(=O)Nc1ccc(Cl)cc1. Reactants: C1CCOC1, O=C=Nc1ccc(Cl)cc1, ClCCl, CCOC(=O)N=NC(=O)OCC, c1ccc(P(c2ccccc2)c2ccccc2)cc1, COC(=O)C(CSCC(CC(=O)O)C(=O)c1cccnc1)NC(=O)OCC1c2ccccc2-c2ccccc21.